From a dataset of the Open Reaction Database (ORD), a public repository of structured organic reaction records. describe an organic reaction: reactants, conditions, products, and yield Reactants: Cn1cc(NC(=O)c2nc(-c3ccccc3F)sc2N(C(=O)[O-])C(C)(C)C)cn1, CS(C)=O. The product is Cn1cc(NC(=O)c2nc(-c3ccccc3F)sc2N)cn1. Reaction SMILES: [C:1]([N:5]([C:2](=[O:3])[O-:4])[c:9]1[c:10]([C:21]([NH:22][c:23]2[cH:24][n:25][n:26]([CH3:28])[cH:27]2)=[O:29])[n:11][c:12](-[c:14]2[c:15]([F:20])[cH:16][cH:17][cH:18][cH:19]2)[s:13]1)([CH3:6])([CH3:7])[CH3:8].[CH3:30][S:31]([CH3:32])=[O:33]>>[NH2:5][c:9]1[c:10]([C:21]([NH:22][c:23]2[cH:24][n:25][n:26]([CH3:28])[cH:27]2)=[O:29])[n:11][c:12](-[c:14]2[c:15]([F:20])[cH:16][cH:17][cH:18][cH:19]2)[s:13]1. Starting materials: ClC1=C(CCl)C=CC=C1Cl (2,3-Dichlorobenzyl chloride), C(=O)([O-])[O-].[K+].[K+] (K2CO3), C(C)(C)(C)OC(CN1C(=NC2=C1C=CC(=C2)NS(=O)(=O)C2=CC=C(C=C2)F)CCC)=O ([5-(4-fluoro-benzenesulfonylamino)-2-propyl-benzoimidazol-1-yl]-acetic acid tert-butyl ester). The solvent is CC#N (CH3CN), CCOC(=O)C (EtOAc), O (H2O). Run at temperature 80 celsius, time 8 hour. The product is C(C)(C)(C)OC(CN1C(=NC2=C1C=CC(=C2)N(S(=O)(=O)C2=CC=C(C=C2)F)CC2=C(C(=CC=C2)Cl)Cl)CCC)=O ({5-[(2,3-Dichloro-benzyl)-(4-fluoro-benzenesulfonyl)-amino]-2-propyl-benzoimidazol-l-yl}-acetic acid tert-butyl ester). RXN SMILES: [Cl:1][C:2]1[C:9]([Cl:10])=[CH:8][CH:7]=[CH:6][C:3]=1[CH2:4]Cl.C([O-])([O-])=O.[K+].[K+].[C:17]([O:21][C:22](=[O:47])[CH2:23][N:24]1[C:28]2[CH:29]=[CH:30][C:31]([NH:33][S:34]([C:37]3[CH:42]=[CH:41][C:40]([F:43])=[CH:39][CH:38]=3)(=[O:36])=[O:35])=[CH:32][C:27]=2[N:26]=[C:25]1[CH2:44][CH2:45][CH3:46])([CH3:20])([CH3:19])[CH3:18]>CC#N.CCOC(C)=O.O>[C:17]([O:21][C:22](=[O:47])[CH2:23][N:24]1[C:28]2[CH:29]=[CH:30][C:31]([N:33]([CH2:4][C:3]3[CH:6]=[CH:7][CH:8]=[C:9]([Cl:10])[C:2]=3[Cl:1])[S:34]([C:37]3[CH:38]=[CH:39][C:40]([F:43])=[CH:41][CH:42]=3)(=[O:35])=[O:36])=[CH:32][C:27]=2[N:26]=[C:25]1[CH2:44][CH2:45][CH3:46])([CH3:20])([CH3:19])[CH3:18] |f:1.2.3|. Procedure: 2,3-Dichlorobenzyl chloride (0.27 mmol) and K2CO3 (63 mg, 0.45 mmol) were added to a solution of [5-(4-fluoro-benzenesulfonylamino)-2-propyl-benzoimidazol-1-yl]-acetic acid tert-butyl ester (40 mg, 0.09 mmol) in CH3CN (1 mL), and stirred overnight at 80° C. The reaction mixture was diluted with EtOAc and H2O, and then filtered through an Extrelut column. The column was washed with EtOAc, and the filtrate was concentrated. The crude product was carried onto the next reaction without any further p... The reactants are O=C(n1ccnc1)n1ccnc1, Cn1c(-c2cccc(N3CCNCC3)c2)nc2ccccc21, CC#N, Cl, Cl, O=C(O)C1CC1. Reaction SMILES: [C:7]([n:8]1[cH:9][cH:10][n:11][cH:12]1)([n:13]1[cH:14][cH:15][n:16][cH:17]1)=[O:18].[CH3:21][n:22]1[c:23](-[c:31]2[cH:32][c:33]([N:37]3[CH2:38][CH2:39][NH:40][CH2:41][CH2:42]3)[cH:34][cH:35][cH:36]2)[n:24][c:25]2[c:26]1[cH:27][cH:28][cH:29][cH:30]2.[CH3:43][C:44]#[N:45].[ClH:19].[ClH:20].[OH:1][C:2](=[O:3])[CH:4]1[CH2:5][CH2:6]1>>[O:1]=[C:2]([CH:4]1[CH2:5][CH2:6]1)[N:40]1[CH2:39][CH2:38][N:37]([c:33]2[cH:32][c:31](-[c:23]3[n:22]([CH3:21])[c:26]4[c:25]([n:24]3)[cH:30][cH:29][cH:28][cH:27]4)[cH:36][cH:35][cH:34]2)[CH2:42][CH2:41]1. The product is Cn1c(-c2cccc(N3CCN(C(=O)C4CC4)CC3)c2)nc2ccccc21. Starting materials: NCCCCCCN (hexamethylenediamine), CC1(NC(CC(C1)=O)(C)C)C (2,2,6,6-tetramethyl-4-piperidone), Pt. The solvent is CO (methanol), CO (methanol). Run at time 2 hour. Yields the product CC1(NC(CC(C1)NCCCCCCNC1CC(NC(C1)(C)C)(C)C)(C)C)C (N,N'-bis(2,2,6,6-tetramethyl-4-piperidyl)hexamethylenediamine). RXN SMILES: [CH3:1][C:2]1([CH3:11])[CH2:7][C:6](=O)[CH2:5][C:4]([CH3:10])([CH3:9])[NH:3]1.[NH2:12][CH2:13][CH2:14][CH2:15][CH2:16][CH2:17][CH2:18][NH2:19]>CO>[CH3:1][C:2]1([CH3:11])[CH2:7][CH:6]([NH:12][CH2:13][CH2:14][CH2:15][CH2:16][CH2:17][CH2:18][NH:19][CH:6]2[CH2:5][C:4]([CH3:10])([CH3:9])[NH:3][C:2]([CH3:11])([CH3:1])[CH2:7]2)[CH2:5][C:4]([CH3:10])([CH3:9])[NH:3]1. Procedure: 162.75 g (1.05 moles) of 2,2,6,6-tetramethyl-4-piperidone dissolved in 200 cc of methanol, 58 g (0.5 moles) of hexamethylenediamine dissolved in 70 cc of methanol, and 0.5 g of Pt (at 10% on carbon) were introduced into a 1 liter autocalve. The mixture was hydrogenated at 80° C and 50 atm pressure for 2 hours.